This data is from the Open Reaction Database (ORD), a public repository of structured organic reaction records. The task is: describe an organic reaction: reactants, conditions, products, and yield Reactants: O (water), [H-].[Na+] (sodium hydride), IC (iodomethane), BrC1=CC=C(CO)C=C1 (4-bromobenzyl alcohol). Solvent: C1CCOC1 (THF). Conditions: time 30 minute. Yields the product BrC1=CC=C(C=C1)COC (1-bromo-4-(methoxymethyl)benzene). RXN SMILES: [Br:1][C:2]1[CH:9]=[CH:8][C:5]([CH2:6][OH:7])=[CH:4][CH:3]=1.[H-].[Na+].I[CH3:13].O>C1COCC1>[Br:1][C:2]1[CH:9]=[CH:8][C:5]([CH2:6][O:7][CH3:13])=[CH:4][CH:3]=1 |f:1.2|. Reported procedure: In THF (200 ml) was dissolved 4-bromobenzyl alcohol (19.8 g), and to the solution was added under ice-cooling 65% sodium hydride (3.6 g). The mixture was stirred at room temperature for 30 minutes, and to the mixture was added dropwise under ice-cooling iodomethane (8.0 ml). The mixture was stirred at room temperature for 2 hours. The reaction mixture was added to water, and the mixture was extracted with ethyl acetate, washed with saturated brine and dried with magnesium sulfate. Under reduced ...